This data is from the Open Reaction Database (ORD), a public repository of structured organic reaction records. The task is: describe an organic reaction: reactants, conditions, products, and yield Starting materials: OC1=C(NS(C2=C1C=CC=C2)(=O)=O)C(=O)OC (methyl 4-hydroxy-2H-1,2-benzothiazine-3-carboxylate-1,1-dioxide), NC1=NC(=CN=C1)Cl (2-amino-6-chloropyrazine), C=1(C(=CC=CC1)C)C (xylene). Solvent: CO (methanol). Yields the product ClC1=CN=CC(=N1)NC(=O)C=1NS(C2=C(C1O)C=CC=C2)(=O)=O (N-(6-chloro-pyrazin-2-yl)-4-hydroxy-2H-1,2-benzothiazine-3-carboxamide-1,1-dioxide). The yield is 32.6%. RXN SMILES: [OH:1][C:2]1[C:7]2[CH:8]=[CH:9][CH:10]=[CH:11][C:6]=2[S:5](=[O:13])(=[O:12])[NH:4][C:3]=1[C:14]([O:16]C)=O.[NH2:18][C:19]1[CH:24]=[N:23][CH:22]=[C:21]([Cl:25])[N:20]=1.C1(C)C(C)=CC=CC=1>CO>[Cl:25][C:21]1[N:20]=[C:19]([NH:18][C:14]([C:3]2[NH:4][S:5](=[O:12])(=[O:13])[C:6]3[CH:11]=[CH:10][CH:9]=[CH:8][C:7]=3[C:2]=2[OH:1])=[O:16])[CH:24]=[N:23][CH:22]=1. Procedure details: A mixture of 5.1 g (20 mmols) of methyl 4-hydroxy-2H-1,2-benzothiazine-3-carboxylate-1,1-dioxide, 3.0 g (23 mmols) of 2-amino-6-chloropyrazine and 400 ml of xylene was refluxed for 12 hours in a nitrogen atmosphere. The methanol formed by the reaction was removed with the aid of a 4 Å molecular sieve arranged in a Soxhlet attachment. After cooling, the reaction mixture was concentrated by evaporation, and the residue was purified by chromatography on a silicagel column, yielding 2.3 g (33% of th...